From a dataset of the Open Reaction Database (ORD), a public repository of structured organic reaction records. describe an organic reaction: reactants, conditions, products, and yield Starting materials: C(C)(C)(C)OC(=O)N1CCC(CC1)S(=O)(=O)C=1C=C2C=CN(C(C2=CC1Cl)=O)CC1=CC=C(C=C1)OC (4-[7-Chloro-2-(4-methoxy-benzyl)-1-oxo-1,2-dihydro-isoquinoline-6-sulfonyl]-piperidine-1-carboxylic acid tert-butyl ester). Solvent: C(=O)(C(F)(F)F)O (TFA). Run at temperature 150 celsius. The product is ClC1=C(C=C2C=CNC(C2=C1)=O)S(=O)(=O)C1CCNCC1 (7-Chloro-6-(piperidine-4-sulfonyl)-2H-isoquinolin-1-one). Isolated yield 51.1%. Reaction SMILES: C(OC([N:8]1[CH2:13][CH2:12][CH:11]([S:14]([C:17]2[CH:18]=[C:19]3[C:24](=[CH:25][C:26]=2[Cl:27])[C:23](=[O:28])[N:22](CC2C=CC(OC)=CC=2)[CH:21]=[CH:20]3)(=[O:16])=[O:15])[CH2:10][CH2:9]1)=O)(C)(C)C>C(O)(C(F)(F)F)=O>[Cl:27][C:26]1[CH:25]=[C:24]2[C:19]([CH:20]=[CH:21][NH:22][C:23]2=[O:28])=[CH:18][C:17]=1[S:14]([CH:11]1[CH2:12][CH2:13][NH:8][CH2:9][CH2:10]1)(=[O:15])=[O:16]. Reported procedure: 190 mg 4-[7-Chloro-2-(4-methoxy-benzyl)-1-oxo-1,2-dihydro-isoquinoline-6-sulfonyl]-piperidine-1-carboxylic acid tert-butyl ester (287) were dissolved in 2 ml of TFA and heated in a microwave at 150° C. for 50 min in total. After evaporation the mixture was dissolved in 1 N HCl and extracted with dichloromethane and lyophilized. 58 mg of 7-Chloro-6-(piperidine-4-sulfonyl)-2H-isoquinolin-1-one could be obtained as the hydrochloride. Rt=0.81 min (Method B). Detected mass: 327.1/329.1 (M+H+). The reactants are BrCCBr, CCCc1cc(-c2nc(CC)cs2)ccc1O, CN(C)C=O. The product is CCCc1cc(-c2nc(CC)cs2)ccc1OCCBr. RXN SMILES: [Br:18][CH2:19][CH2:20][Br:21].[CH2:1]([CH3:2])[c:3]1[n:4][c:5](-[c:8]2[cH:9][c:10]([CH2:15][CH2:16][CH3:17])[c:11]([OH:14])[cH:12][cH:13]2)[s:6][cH:7]1.[O:22]=[CH:23][N:24]([CH3:25])[CH3:26]>>[CH2:1]([CH3:2])[c:3]1[n:4][c:5](-[c:8]2[cH:9][c:10]([CH2:15][CH2:16][CH3:17])[c:11]([O:14][CH2:20][CH2:19][Br:18])[cH:12][cH:13]2)[s:6][cH:7]1. Starting materials: CCOC(=O)c1cc(-c2ccccc2)n(-c2cccc(Cl)c2)n1, [K+], [OH-]. Product: O=C(O)c1cc(-c2ccccc2)n(-c2cccc(Cl)c2)n1. Reaction SMILES: [Cl:1][c:2]1[cH:3][c:4](-[n:8]2[n:9][c:10]([C:19](=[O:20])[O:21][CH2:22][CH3:23])[cH:11][c:12]2-[c:13]2[cH:14][cH:15][cH:16][cH:17][cH:18]2)[cH:5][cH:6][cH:7]1.[K+:25].[OH-:24]>>[Cl:1][c:2]1[cH:3][c:4](-[n:8]2[n:9][c:10]([C:19](=[O:20])[OH:21])[cH:11][c:12]2-[c:13]2[cH:14][cH:15][cH:16][cH:17][cH:18]2)[cH:5][cH:6][cH:7]1.